Dataset: the Open Reaction Database (ORD), a public repository of structured organic reaction records. Task: describe an organic reaction: reactants, conditions, products, and yield Reactants: BrC=1C=C2C(CCC(C2=CC1OCCCCC)(C)C)(C)C (6-bromo-7-pentoxy-1,1,4,4-tetramethyl-1,2,3,4-tetrahydro-naphthalene), C(CCCC)OC=1C(=CC=2C(CCC(C2C1)(C)C)(C)C)C(=O)O (3-pentoxy-5,5,8,8-tetramethyl-5,6,7,8-tetrahydro-naphthalene-2-carboxylic acid), OC1=NC=C(C(=O)OCC2=CC=CC=C2)C=C1 (benzyl 6-hydroxy-nicotinate), C(C)(C)(C)[Li] (tert.butyl-lithium), C(=O)=O (carbon dioxide). The product is C(CCCC)OC=1C(=CC=2C(CCC(C2C1)(C)C)(C)C)C(=O)OC1=NC=C(C(=O)OCC2=CC=CC=C2)C=C1 (benzyl 6-(3-pentoxy-5,5,8,8-tetramethyl-5,6,7,8-tetrahydro-naphthalen-2-carbonyloxy)-nicotinate). As a reaction SMILES: BrC1C=C2C(=CC=1OCCCCC)C(C)(C)CCC2(C)C.C([Li])(C)(C)C.C(=O)=O.[CH2:30]([O:35][C:36]1[C:37]([C:50]([OH:52])=[O:51])=[CH:38][C:39]2[C:40]([CH3:49])([CH3:48])[CH2:41][CH2:42][C:43]([CH3:47])([CH3:46])[C:44]=2[CH:45]=1)[CH2:31][CH2:32][CH2:33][CH3:34].O[C:54]1[CH:69]=[CH:68][C:57]([C:58]([O:60][CH2:61][C:62]2[CH:67]=[CH:66][CH:65]=[CH:64][CH:63]=2)=[O:59])=[CH:56][N:55]=1>>[CH2:30]([O:35][C:36]1[C:37]([C:50]([O:52][C:54]2[CH:69]=[CH:68][C:57]([C:58]([O:60][CH2:61][C:62]3[CH:63]=[CH:64][CH:65]=[CH:66][CH:67]=3)=[O:59])=[CH:56][N:55]=2)=[O:51])=[CH:38][C:39]2[C:40]([CH3:49])([CH3:48])[CH2:41][CH2:42][C:43]([CH3:46])([CH3:47])[C:44]=2[CH:45]=1)[CH2:31][CH2:32][CH2:33][CH3:34]. Procedure: In analogy to Example 1, by metallating 6-bromo-7-pentoxy-1,1,4,4-tetramethyl-1,2,3,4-tetrahydro-naphthalene with tert.butyl-lithium and reacting with carbon dioxide gas there was prepared 3-pentoxy-5,5,8,8-tetramethyl-5,6,7,8-tetrahydro-naphthalene-2-carboxylic acid (m.p. 67°-68° C., from hexane). Reaction of this acid with benzyl 6-hydroxy-nicotinate gave benzyl 6-(3-pentoxy-5,5,8,8-tetramethyl-5,6,7,8-tetrahydro-naphthalen-2-carbonyloxy)-nicotinate as a colorless oil. Subsequent hydrogenation... Reactants: OBO, Cc1oc(-c2ccc(Br)cc2)nc1CCN1CCCC1C, N#Cc1ccccc1. Product: Cc1oc(-c2ccc(-c3cccc(C#N)c3)cc2)nc1CCN1CCCC1C. RXN SMILES: [BH:1]([OH:2])[OH:3].[Br:12][c:13]1[cH:14][cH:15][c:16](-[c:19]2[o:20][c:21]([CH3:32])[c:22]([CH2:24][CH2:25][N:26]3[CH:27]([CH3:31])[CH2:28][CH2:29][CH2:30]3)[n:23]2)[cH:17][cH:18]1.[C:4](#[N:5])[c:6]1[cH:7][cH:8][cH:9][cH:10][cH:11]1>>[C:4](#[N:5])[c:6]1[cH:7][cH:8][cH:9][c:10](-[c:13]2[cH:14][cH:15][c:16](-[c:19]3[o:20][c:21]([CH3:32])[c:22]([CH2:24][CH2:25][N:26]4[CH:27]([CH3:31])[CH2:28][CH2:29][CH2:30]4)[n:23]3)[cH:17][cH:18]2)[cH:11]1. The reactants are CC(C)C(=O)Nc1cccc(C2CCNCC2)c1, O=C(CCCCCl)c1cccc(F)c1, [K+], [K+], O=C([O-])[O-]. Product: CC(C)C(=O)Nc1cccc(C2CCN(CCCCC(=O)c3cccc(F)c3)CC2)c1. As a reaction SMILES: [CH3:21][CH:22]([C:23](=[O:24])[NH:25][c:26]1[cH:27][c:28]([CH:32]2[CH2:33][CH2:34][NH:35][CH2:36][CH2:37]2)[cH:29][cH:30][cH:31]1)[CH3:38].[F:7][c:8]1[cH:9][c:10]([C:14]([CH2:15][CH2:16][CH2:17][CH2:18][Cl:19])=[O:20])[cH:11][cH:12][cH:13]1.[K+:1].[K+:2].[O-:3][C:4]([O-:5])=[O:6]>>[F:7][c:8]1[cH:9][c:10]([C:14]([CH2:15][CH2:16][CH2:17][CH2:18][N:35]2[CH2:34][CH2:33][CH:32]([c:28]3[cH:27][c:26]([NH:25][C:23]([CH:22]([CH3:21])[CH3:38])=[O:24])[cH:31][cH:30][cH:29]3)[CH2:37][CH2:36]2)=[O:20])[cH:11][cH:12][cH:13]1. Starting materials: C=CCC1(C(=O)OC)CCc2cc(C(=O)OC)ccc2C1, CO, [O-][I+3]([O-])([O-])[O-], [Na+], O. The product is COC(=O)c1ccc2c(c1)CCC(CC=O)(C(=O)OC)C2. As a reaction SMILES: [CH2:1]([CH:2]=[CH2:3])[C:4]1([C:18](=[O:19])[O:20][CH3:21])[CH2:5][c:6]2[cH:7][cH:8][c:9]([C:14](=[O:15])[O:16][CH3:17])[cH:10][c:11]2[CH2:12][CH2:13]1.[CH3:28][OH:29].[I+3:22]([O-:23])([O-:24])([O-:25])[O-:26].[Na+:27].[OH2:30]>>[CH2:1]([C:4]1([C:18](=[O:19])[O:20][CH3:21])[CH2:5][c:6]2[cH:7][cH:8][c:9]([C:14](=[O:15])[O:16][CH3:17])[cH:10][c:11]2[CH2:12][CH2:13]1)[CH:28]=[O:29]. Reactants: C(C1=CC=CC=C1)(C1=CC=CC=C1)(C1=CC=CC=C1)Cl (trityl chloride), C[Si](N[Si](C)(C)C)(C)C (hexamethyldisilazane), [Cl-].[NH4+] (ammonium chloride), N[C@H](CO)C(=O)O (D-serine). Run in ClCCl (dichloromethane), CO (methanol), C(C)N(CC)CC (Triethylamine), CO (methanol), ClCCl (dichloromethane). Run at temperature 0 celsius, time 8 hour. The product is C(C1=CC=CC=C1)(C1=CC=CC=C1)(C1=CC=CC=C1)N[C@H](CO)C(=O)O (N-trityl-D-serine). As a reaction SMILES: [NH2:1][C@@H:2]([C:5]([OH:7])=[O:6])[CH2:3][OH:4].C[Si](C)(C)N[Si](C)(C)C.[Cl-].[NH4+].[C:19](Cl)([C:32]1[CH:37]=[CH:36][CH:35]=[CH:34][CH:33]=1)([C:26]1[CH:31]=[CH:30][CH:29]=[CH:28][CH:27]=1)[C:20]1[CH:25]=[CH:24][CH:23]=[CH:22][CH:21]=1>ClCCl.CO.C(N(CC)CC)C>[C:19]([NH:1][C@@H:2]([C:5]([OH:7])=[O:6])[CH2:3][OH:4])([C:20]1[CH:25]=[CH:24][CH:23]=[CH:22][CH:21]=1)([C:32]1[CH:33]=[CH:34][CH:35]=[CH:36][CH:37]=1)[C:26]1[CH:27]=[CH:28][CH:29]=[CH:30][CH:31]=1 |f:2.3|. Procedure details: To dichloromethane (400 ml), D-serine (50 g) was added at ambient temperature under nitrogen atmosphere to form a suspension and then hexamethyldisilazane (134.15 ml) was added to the suspension in 10-15 minutes at ambient temperature. Catalytic amount of ammonium chloride (1 gm) was added. The reaction mixture was refluxed at 35° C. to 40° C. for 3 hours and then it was cooled to 0° C. To this mixture, a solution of anhydrous methanol (22.83 g) in dichloromethane (50 ml) was added at 0° C. and ... Reactants: BrC1=CC=C2C(=C(C=NC2=C1)[N+](=O)[O-])NCCCOC(C)C ((7-Bromo-3-nitroquinolin-4-yl)-(3-isopropoxypropyl)amine). Reagents/catalysts: [Pt] (platinum on carbon). Solvent: C(C)#N (acetonitrile). Run at time 4 hour. Yields the product BrC1=CC=C2C(=C(C=NC2=C1)N)NCCCOC(C)C (7-bromo-N4-(3-isopropoxypropyl)quinoline-3,4-diamine). Isolated yield 96.1%. RXN SMILES: [Br:1][C:2]1[CH:11]=[C:10]2[C:5]([C:6]([NH:15][CH2:16][CH2:17][CH2:18][O:19][CH:20]([CH3:22])[CH3:21])=[C:7]([N+:12]([O-])=O)[CH:8]=[N:9]2)=[CH:4][CH:3]=1>C(#N)C.[Pt]>[Br:1][C:2]1[CH:11]=[C:10]2[C:5]([C:6]([NH:15][CH2:16][CH2:17][CH2:18][O:19][CH:20]([CH3:22])[CH3:21])=[C:7]([NH2:12])[CH:8]=[N:9]2)=[CH:4][CH:3]=1. Procedure details: (7-Bromo-3-nitroquinolin-4-yl)-(3-isopropoxypropyl)amine (51 g) was slurried in acetonitrile (750 mL) and added to a Parr flask containing 5% platinum on carbon (5 g). The flask was degassed three times, then charged with hydrogen (30 psi) and shaken for 4 hours with replenishment of the hydrogen as necessary. The platinum catalyst was removed by filtration through a bed of CELITE filter agent. The filtrate was evaporated to afford 7-bromo-N4-(3-isopropoxypropyl)quinoline-3,4-diamine as a yellow... Starting materials: COC(=O)CC(=O)OC, CN(C)C=O, ClCC=CCCl, [H][H], [LiH], O. Yields the product COC(=O)C1(C(=O)OC)CC=CC1. As a reaction SMILES: [C:1]([CH2:2][C:3](=[O:4])[O:5][CH3:6])(=[O:7])[O:8][CH3:9].[CH3:20][N:21]([CH3:22])[CH:23]=[O:24].[Cl:13][CH2:14][CH:15]=[CH:16][CH2:17][Cl:18].[H:11][H:12].[LiH:10].[OH2:19]>>[C:1]([C:2]1([C:3](=[O:4])[O:5][CH3:6])[CH2:14][CH:15]=[CH:16][CH2:17]1)(=[O:7])[O:8][CH3:9].